describe an organic reaction: reactants, conditions, products, and yield From a dataset of the Open Reaction Database (ORD), a public repository of structured organic reaction records. Starting materials: C(C1=CC=CC=C1)OC=1C=C2C=CN(C2=CC1)C(C(F)(F)F)=O (5-benzyloxy-1-trifluoroacetylindole), BH3, Cl (HCl). The solvent is C1CCOC1 (THF), C1CCOC1 (THF), C1CCOC1 (THF), C(C)(=O)OCC (ethyl acetate). Run at temperature 0 celsius. Yields the product C(C1=CC=CC=C1)OC=1C=C2C=CN(C2=CC1)CC(F)(F)F (5-benzyloxy-1-(2,2,2-trifluoroethyl)indole). Yield: 82.4%. As a reaction SMILES: [CH2:1]([O:8][C:9]1[CH:10]=[C:11]2[C:15](=[CH:16][CH:17]=1)[N:14]([C:18](=O)[C:19]([F:22])([F:21])[F:20])[CH:13]=[CH:12]2)[C:2]1[CH:7]=[CH:6][CH:5]=[CH:4][CH:3]=1.Cl>C1COCC1.C(OCC)(=O)C>[CH2:1]([O:8][C:9]1[CH:10]=[C:11]2[C:15](=[CH:16][CH:17]=1)[N:14]([CH2:18][C:19]([F:22])([F:20])[F:21])[CH:13]=[CH:12]2)[C:2]1[CH:3]=[CH:4][CH:5]=[CH:6][CH:7]=1. Reported procedure: A solution of Example 78A (1.98 g, 6.20 mmol) in THF (20 mL) at 0° C. was treated dropwise with 1M BH3 THF in THF (11.2 mL, 11.2 mmol), heated at reflux for 16 hours, cooled to 0° C., treated 6M HCl (approximately 1 mL), diluted with ethyl acetate (60 mL), washed with 10% NaHCO3 (30 mL) and brine (30 mL), dried (MgSO4), filtered, and concentrated to provide 1.56 g of the desired compound. The reactants are OBO, COc1ccccc1CN(C(=O)c1sc2c(F)ccc(F)c2c1Cl)C1CCC(N(C)C(=O)OC(C)(C)C)CC1, Clc1cnccn1. Product: COc1ccc(-c2cnccn2)cc1CN(C(=O)c1sc2c(F)ccc(F)c2c1Cl)C1CCC(N(C)C(=O)OC(C)(C)C)CC1. Reaction SMILES: [BH:1]([OH:2])[OH:3].[C:4](=[O:5])([O:6][C:7]([CH3:8])([CH3:9])[CH3:10])[N:11]([CH:12]1[CH2:13][CH2:14][CH:15]([N:18]([C:19](=[O:20])[c:21]2[c:22]([Cl:32])[c:23]3[c:24]([s:25]2)[c:26]([F:31])[cH:27][cH:28][c:29]3[F:30])[CH2:33][c:34]2[cH:35][cH:36][cH:37][cH:38][c:39]2[O:40][CH3:41])[CH2:16][CH2:17]1)[CH3:42].[Cl:43][c:44]1[n:45][cH:46][cH:47][n:48][cH:49]1>>[C:4](=[O:5])([O:6][C:7]([CH3:8])([CH3:9])[CH3:10])[N:11]([CH:12]1[CH2:13][CH2:14][CH:15]([N:18]([C:19](=[O:20])[c:21]2[c:22]([Cl:32])[c:23]3[c:24]([s:25]2)[c:26]([F:31])[cH:27][cH:28][c:29]3[F:30])[CH2:33][c:34]2[cH:35][c:36](-[c:44]3[n:45][cH:46][cH:47][n:48][cH:49]3)[cH:37][cH:38][c:39]2[O:40][CH3:41])[CH2:16][CH2:17]1)[CH3:42]. Procedure: Jones reagent (1.28 mL, 10.24 mmol) is added dropwise to a solution of N-[3-(2-Hydroxy-1,1-dimethyl-ethyl)-isoxazol-5-yl]-2-methyl-2-(tetrahydro-pyran-4-sulfonyl)-propionamide (560 mg, 1.50 mmol) in a mixture of acetone (4 mL) and dichloromethane (4 mL) at 0° C. The reaction mixture is stirred at 0° C. for 3 minutes then room temperature for 2.5 h. After this time, the reaction mixture is diluted with acetone and filtered through celite and the celite is washed with acetone. The filtrate is conc... RXN SMILES: CC(C)=[O:3].OS(O)(=O)=O.O=[Cr](=O)=O.[OH:14][CH2:15][C:16]([C:19]1[CH:23]=[C:22]([NH:24][C:25](=[O:38])[C:26]([CH3:37])([S:28]([CH:31]2[CH2:36][CH2:35][O:34][CH2:33][CH2:32]2)(=[O:30])=[O:29])[CH3:27])[O:21][N:20]=1)([CH3:18])[CH3:17]>CC(C)=O.ClCCl>[CH3:17][C:16]([C:19]1[CH:23]=[C:22]([NH:24][C:25](=[O:38])[C:26]([CH3:37])([S:28]([CH:31]2[CH2:32][CH2:33][O:34][CH2:35][CH2:36]2)(=[O:30])=[O:29])[CH3:27])[O:21][N:20]=1)([CH3:18])[C:15]([OH:3])=[O:14] |f:0.1.2|. Product: CC(C(=O)O)(C)C1=NOC(=C1)NC(C(C)(S(=O)(=O)C1CCOCC1)C)=O (2-Methyl-2-{5-[2-methyl-2-(tetrahydro-pyran-4-sulfonyl)-propionylamino]-isoxazol-3-yl}-propionic acid). Reaction conditions: temperature 0 celsius, time 3 minute. Reactants: CC(=O)C.OS(=O)(=O)O.O=[Cr](=O)=O (Jones reagent), OCC(C)(C)C1=NOC(=C1)NC(C(C)(S(=O)(=O)C1CCOCC1)C)=O (N-[3-(2-Hydroxy-1,1-dimethyl-ethyl)-isoxazol-5-yl]-2-methyl-2-(tetrahydro-pyran-4-sulfonyl)-propionamide). The solvent is CC(=O)C (acetone), ClCCl (dichloromethane), CC(=O)C (acetone). Yield: 64.0%. The reactants are ClCCl, CC1CN(Cc2ccc(N(C)C(=O)N3CCC(Nc4cccc(F)c4)CC3)cc2)CCN1C(=O)OC(C)(C)C, O=C(O)C(F)(F)F. Yields the product CC1CN(Cc2ccc(N(C)C(=O)N3CCC(Nc4cccc(F)c4)CC3)cc2)CCN1. Reaction SMILES: [Cl:47][CH2:48][Cl:49].[F:1][c:2]1[cH:3][c:4]([NH:8][CH:9]2[CH2:10][CH2:11][N:12]([C:15](=[O:16])[N:17]([c:18]3[cH:19][cH:20][c:21]([CH2:24][N:25]4[CH2:26][CH:27]([CH3:38])[N:28]([C:31]([O:32][C:33]([CH3:34])([CH3:35])[CH3:36])=[O:37])[CH2:29][CH2:30]4)[cH:22][cH:23]3)[CH3:39])[CH2:13][CH2:14]2)[cH:5][cH:6][cH:7]1.[F:40][C:41]([F:42])([F:43])[C:44]([OH:45])=[O:46]>>[F:1][c:2]1[cH:3][c:4]([NH:8][CH:9]2[CH2:10][CH2:11][N:12]([C:15](=[O:16])[N:17]([c:18]3[cH:19][cH:20][c:21]([CH2:24][N:25]4[CH2:26][CH:27]([CH3:38])[NH:28][CH2:29][CH2:30]4)[cH:22][cH:23]3)[CH3:39])[CH2:13][CH2:14]2)[cH:5][cH:6][cH:7]1. Starting materials: CN1C(N(CC1=O)CC1=CC=C(C(=O)O)C=C1)=O (4-((3-methyl-2,4-dioxoimidazolidin-1-yl)methyl)benzoic acid), CCN=C=NCCCN(C)C (EDCI), C=1C=CC2=C(C1)N=NN2O (HOBt), CN1CCOCC1 (NMM). Solvent: CN(C)C=O (DMF). Run at time 8 hour. The product is CN1C(N(CC1=O)CC1=CC=C(C(=O)NC2=CC(=C(C=C2)C)NC2=NC=CC=N2)C=C1)=O (4-((3-methyl-2,4-dioxoimidazolidin-1-yl)methyl)-N-(4-methyl-3-(pyrimidin-2-ylamino)phenyl)benzamide). Reaction SMILES: [CH3:1][N:2]1[C:6](=[O:7])[CH2:5][N:4]([CH2:8][C:9]2[CH:17]=[CH:16][C:12]([C:13]([OH:15])=O)=[CH:11][CH:10]=2)[C:3]1=[O:18].[CH3:19][CH2:20][N:21]=[C:22]=[N:23][CH2:24][CH2:25][CH2:26][N:27](C)C.[CH:30]1[CH:31]=[CH:32]C2N(O)N=NC=2[CH:35]=1.[CH3:40][N:41]1CCOCC1>CN(C=O)C>[CH3:1][N:2]1[C:6](=[O:7])[CH2:5][N:4]([CH2:8][C:9]2[CH:10]=[CH:11][C:12]([C:13]([NH:27][C:26]3[CH:35]=[CH:30][C:31]([CH3:32])=[C:24]([NH:23][C:22]4[N:21]=[CH:20][CH:19]=[CH:40][N:41]=4)[CH:25]=3)=[O:15])=[CH:16][CH:17]=2)[C:3]1=[O:18]. Reported procedure: To a solution of Example H (200 mg, 0.81 mmol) in DMF (10 mL) were added EDCI (200 mg, 1.0 mmol), HOBt (150 mg, 1.5 mmol), NMM (0.5 mL) and Reagent BB (300 mg, 1.5 mmol). After being stirred at RT overnight, the solvent was removed under vacuum. The resulting residue was purified by preparative HPLC to yield pure 4-((3-methyl-2,4-dioxoimidazolidin-1-yl)methyl)-N-(4-methyl-3-(pyrimidin-2-ylamino)phenyl)benzamide (20 mg). 1H NMR (DMSO-d) δ:10.14 (s, 1H), 8.87 (s, 1H),8.35 (d, J=4.8 Hz, 2H), 7.91 (...